Dataset: the Open Reaction Database (ORD), a public repository of structured organic reaction records. Task: describe an organic reaction: reactants, conditions, products, and yield The reactants are COC(C1=C(C=CC(=C1)[N+](=O)[O-])NC1=CC=C(C=C1)CCC1=CC(=C(C=C1)Cl)Cl)=O (2-{4-[2-(3,4-dichloro-phenyl)-ethyl]phenylamino}-5-nitrobenzoic acid methyl ester), [OH-].[Na+] (NaOH). Solvent: CCO (EtOH), C1CCOC1 (THF). Product: ClC=1C=C(C=CC1Cl)CCC1=CC=C(C=C1)NC1=C(C(=O)O)C=C(C=C1)[N+](=O)[O-] (2-{4-[2-(3,4-Dichloro-phenyl)-ethyl]phenylamino}-5-nitrobenzoic acid). Yield: 100.0%. As a reaction SMILES: C[O:2][C:3](=[O:30])[C:4]1[CH:9]=[C:8]([N+:10]([O-:12])=[O:11])[CH:7]=[CH:6][C:5]=1[NH:13][C:14]1[CH:19]=[CH:18][C:17]([CH2:20][CH2:21][C:22]2[CH:27]=[CH:26][C:25]([Cl:28])=[C:24]([Cl:29])[CH:23]=2)=[CH:16][CH:15]=1.[OH-].[Na+]>CCO.C1COCC1>[Cl:29][C:24]1[CH:23]=[C:22]([CH2:21][CH2:20][C:17]2[CH:18]=[CH:19][C:14]([NH:13][C:5]3[CH:6]=[CH:7][C:8]([N+:10]([O-:12])=[O:11])=[CH:9][C:4]=3[C:3]([OH:30])=[O:2])=[CH:15][CH:16]=2)[CH:27]=[CH:26][C:25]=1[Cl:28] |f:1.2|. Procedure details: A solution of 2-{4-[2-(3,4-dichloro-phenyl)-ethyl]phenylamino}-5-nitrobenzoic acid methyl ester (340 mg, 0.76 mmol) and 1N NaOH (aq.) (4.0 mL) in EtOH (4.0 mL) and THF (4.0 mL) was heated to reflux for 16 hours. The solvent was removed in vacuum. The residue was diluted with H2O and acidified with concentrated HCl to pH 1. The mixture was then extracted with methylene chloride, dried (Na2SO4), filtered and concentrated in vacuo to yield a yellow solid, 329 mg (0.76 mmol, 100%) of the desired pro... Reactants: CS(=O)(=O)OCCCOC1=CC2=C(C=CC(O2)=O)C=C1OC(C)C (7-[3-(methanesulfonyloxy)propoxy]-6-(1-methylethoxy)-2H-1-benzopyran-2-one), C(\C=C\C(=O)[O-])(=O)[O-] (Fumarate), C1(=CC=CC=C1)C1CCNCC1 (4-phenylpiperidine), CC(C)(C)OC (TBME). Solvent: CC(=O)C (acetone), C(C)O (ethanol). Product: CC(C)OC=1C(=CC2=C(C=CC(O2)=O)C1)OCCCN1CCC(CC1)C1=CC=CC=C1 (6-(1-methylethoxy)-7-[3-(4-phenyl-1-piperidinyl)propoxy]-2H-1-benzopyran-2-one). Isolated yield 69.0%. As a reaction SMILES: CS(O[CH2:6][CH2:7][CH2:8][O:9][C:10]1[C:20]([O:21][CH:22]([CH3:24])[CH3:23])=[CH:19][C:13]2[CH:14]=[CH:15][C:16](=[O:18])[O:17][C:12]=2[CH:11]=1)(=O)=O.[C:25]1([CH:31]2[CH2:36][CH2:35][NH:34][CH2:33][CH2:32]2)[CH:30]=[CH:29][CH:28]=[CH:27][CH:26]=1.CC(OC)(C)C.C([O-])(=O)/C=C/C([O-])=O>CC(C)=O.C(O)C>[CH3:23][CH:22]([O:21][C:20]1[C:10]([O:9][CH2:8][CH2:7][CH2:6][N:34]2[CH2:35][CH2:36][CH:31]([C:25]3[CH:30]=[CH:29][CH:28]=[CH:27][CH:26]=3)[CH2:32][CH2:33]2)=[CH:11][C:12]2[O:17][C:16](=[O:18])[CH:15]=[CH:14][C:13]=2[CH:19]=1)[CH3:24]. Reported procedure: Method B (24 h at 60° C.); starting materials: 7-[3-(methanesulfonyloxy)propoxy]-6-(1-methylethoxy)-2H-1-benzopyran-2-one (example 73) and 4-phenylpiperidine; yield 69%; fusion point 86°-87° C. (from TBME). Fumarate: method E; yield 90%; fusion point 164°-167° C. (from ethanol and acetone). The reactants are S=C(c1ncc[nH]1)c1ncc[nH]1, CN1CCN(c2ccc(N)cc2)CC1, CN(C)C=O. Yields the product CN1CCN(c2ccc(N=C=S)cc2)CC1. Reaction SMILES: [C:1](=[S:2])([c:3]1[nH:4][cH:5][cH:6][n:7]1)[c:8]1[nH:9][cH:10][cH:11][n:12]1.[CH3:13][N:14]1[CH2:15][CH2:16][N:17]([c:20]2[cH:21][cH:22][c:23]([NH2:26])[cH:24][cH:25]2)[CH2:18][CH2:19]1.[CH3:27][N:28]([CH3:29])[CH:30]=[O:31]>>[C:1](=[S:2])=[N:26][c:23]1[cH:22][cH:21][c:20]([N:17]2[CH2:16][CH2:15][N:14]([CH3:13])[CH2:19][CH2:18]2)[cH:25][cH:24]1. The reactants are COC=1C=C2C(=CN(C2=CC1OC)CC(=O)O)C1=CC=2C(=NC=CC2)N1 (2-[5,6-dimethoxy-3-(1H-pyrrolo[2,3-b]pyridin-2-yl)indol-1-yl]acetic acid), S1CNCC1 (thiazolidine). The product is COC=1C=C2C(=CN(C2=CC1OC)CC(=O)N1CSCC1)C1=CC=2C(=NC=CC2)N1 (2-[5,6-dimethoxy-3-(1H-pyrrolo[2,3-b]pyridin-2-yl)indol-1-yl]-1-thiazolidin-3-ylethanone). Yield: 55.3%. Reaction SMILES: [CH3:1][O:2][C:3]1[CH:4]=[C:5]2[C:9](=[CH:10][C:11]=1[O:12][CH3:13])[N:8]([CH2:14][C:15]([OH:17])=O)[CH:7]=[C:6]2[C:18]1[NH:26][C:21]2=[N:22][CH:23]=[CH:24][CH:25]=[C:20]2[CH:19]=1.[S:27]1[CH2:31][CH2:30][NH:29][CH2:28]1>>[CH3:1][O:2][C:3]1[CH:4]=[C:5]2[C:9](=[CH:10][C:11]=1[O:12][CH3:13])[N:8]([CH2:14][C:15]([N:29]1[CH2:30][CH2:31][S:27][CH2:28]1)=[O:17])[CH:7]=[C:6]2[C:18]1[NH:26][C:21]2=[N:22][CH:23]=[CH:24][CH:25]=[C:20]2[CH:19]=1. Procedure: 2-[5,6-Dimethoxy-3-(1H-pyrrolo[2,3-b]pyridin-2-yl)-indol-1-yl]-1-thiazolidin-3-ylethanone is prepared by following the procedure described in example 93, but using 0.2 g of 2-[5,6-dimethoxy-3-(1H-pyrrolo[2,3-b]pyridin-2-yl)indol-1-yl]acetic acid and 0.061 g of thiazolidine. 0.133 g of 2-[5,6-dimethoxy-3-(1H-pyrrolo[2,3-b]pyridin-2-yl)indol-1-yl]-1-thiazolidin-3-ylethanone is obtained, the characteristics of which are as follows: Run in CN(C)C=O (DMF), CN(C)C=O (DMF). Reaction conditions: time 2 hour. Yield: 84.0%. Product: BrC1=CC(=C(N(CC(C)C)CCCCC(=O)OC)C=C1)C=O (methyl 5-(4-bromo-2-formyl-N-isobutylanilino)pentanoate). Reported procedure: To a suspension of 5-(4-bromo-2-formyl-N-isobutylanilino)pentanoic acid (15.0 g), potassium carbonate (7.0 g) in DMF (50 ml) was added dropwise a solution of iodomethane (8.4 g) in DMF (10 ml) at 0° C. under a nitrogen atmosphere. The mixture was warmed to room temperature, and stirred for 2 hours under a nitrogen atmosphere. After addition of water, the solution was extracted with ethyl acetate. The organic layer was washed with water and saturated saline, and dried over magnesium sulfate. Afte... RXN SMILES: [Br:1][C:2]1[CH:19]=[CH:18][C:5]([N:6]([CH2:11][CH2:12][CH2:13][CH2:14][C:15]([OH:17])=[O:16])[CH2:7][CH:8]([CH3:10])[CH3:9])=[C:4]([CH:20]=[O:21])[CH:3]=1.[C:22](=O)([O-])[O-].[K+].[K+].IC.O>CN(C=O)C>[Br:1][C:2]1[CH:19]=[CH:18][C:5]([N:6]([CH2:11][CH2:12][CH2:13][CH2:14][C:15]([O:17][CH3:22])=[O:16])[CH2:7][CH:8]([CH3:10])[CH3:9])=[C:4]([CH:20]=[O:21])[CH:3]=1 |f:1.2.3|. Reactants: IC (iodomethane), O (water), BrC1=CC(=C(N(CC(C)C)CCCCC(=O)O)C=C1)C=O (5-(4-bromo-2-formyl-N-isobutylanilino)pentanoic acid), C([O-])([O-])=O.[K+].[K+] (potassium carbonate). Yields the product CC=1C(=CC=C2C=C(C(OC12)C(F)(F)F)C(=O)O)OC1=CC=CC=C1 (8-methyl-7-phenoxy-(trifluoromethyl)-2H-chromene-3-carboxylic acid). Reported procedure: To 0.090 g (0.24 mmol) of ethyl 8-methyl-7-phenoxy-2-(trifluoromethyl)-2H-chromene-3-carboxylate in 5 mL THF:EtOH:H2O (7:2:1) was added 0.015 g (0.36 mmol) of LiOH. The mixture was heated at 60° C. for 2 hours. Removed volatiles in vacuo and diluted with HCl (10%), CH3CN, and DMF and purified by reverse phase chromatography to afford 0.046 g (55%) of a pale yellow solid: 11H NMR (CH3OD/400 MHz) 2.15 (s, 3H), 5.79 (q, 1H, J=7.2 Hz), 6.43 (d, 1H, J=8.4 Hz), 6.94-6.96 (m, 2H), 7.09-7.14 (m, 2H), 7.... RXN SMILES: [CH3:1][C:2]1[C:3]([O:21][C:22]2[CH:27]=[CH:26][CH:25]=[CH:24][CH:23]=2)=[CH:4][CH:5]=[C:6]2[C:11]=1[O:10][CH:9]([C:12]([F:15])([F:14])[F:13])[C:8]([C:16]([O:18]CC)=[O:17])=[CH:7]2.[Li+].[OH-]>C1COCC1.CCO.O.Cl.CC#N.CN(C=O)C>[CH3:1][C:2]1[C:3]([O:21][C:22]2[CH:27]=[CH:26][CH:25]=[CH:24][CH:23]=2)=[CH:4][CH:5]=[C:6]2[C:11]=1[O:10][CH:9]([C:12]([F:15])([F:13])[F:14])[C:8]([C:16]([OH:18])=[O:17])=[CH:7]2 |f:1.2,3.4.5|. Yield: 54.7%. The reactants are CC=1C(=CC=C2C=C(C(OC12)C(F)(F)F)C(=O)OCC)OC1=CC=CC=C1 (ethyl 8-methyl-7-phenoxy-2-(trifluoromethyl)-2H-chromene-3-carboxylate), [Li+].[OH-] (LiOH). Run at temperature 60 celsius. The solvent is Cl (HCl), CC#N (CH3CN), CN(C)C=O (DMF), C1CCOC1.CCO.O (THF EtOH H2O).